Task: describe an organic reaction: reactants, conditions, products, and yield. Dataset: the Open Reaction Database (ORD), a public repository of structured organic reaction records The reactants are S1C(=CC=C1)C(CCC(=O)O)=O (4-(2-thienyl)-4-keto-butyric acid), NN (hydrazine), C(=O)([O-])[O-].[K+].[K+] (potash), C(COCCO)O (diethylene glycol). Solvent: O (water). Conditions: temperature 190 celsius. Product: S1C(=CC=C1)CCCC(=O)O (4-(2-thienyl)-butyric acid). Isolated yield 84.7%. RXN SMILES: [S:1]1[CH:5]=[CH:4][CH:3]=[C:2]1[C:6](=O)[CH2:7][CH2:8][C:9]([OH:11])=[O:10].NN.C([O-])([O-])=O.[K+].[K+].C(O)COCCO>O>[S:1]1[CH:5]=[CH:4][CH:3]=[C:2]1[CH2:6][CH2:7][CH2:8][C:9]([OH:11])=[O:10] |f:2.3.4|. Procedure details: 3.6 g (0.019 mol) of 4-(2-thienyl)-4-keto-butyric acid, 2.74 ml (0.07 mol) of hydrazine 98%, 3.69 g (0.066 mol) of potash and 42 ml of diethylene glycol are placed in a two-necked flask equipped with a magnetic stirrer. The medium is heated for 7 h at 190° C. The medium is a clear uniform yellow. When it has cooled to room temperature it is hydrolysed with 200 ml of water. The diethylene glycol is extracted with 5 times 100 ml of ether. The aqueous phase is then acidified to pH 1 and extracted. ... Starting materials: [BH4-], C1CCOC1, CO, COc1ccc2c(c1)C(=O)CC2, [Na+]. The product is COc1ccc2c(c1)C(C)(O)CC2. As a reaction SMILES: [BH4-:13].[CH2:17]1[O:18][CH2:19][CH2:20][CH2:21]1.[CH3:15][OH:16].[CH3:1][O:2][c:3]1[cH:4][cH:5][c:6]2[c:10]([cH:11]1)[C:9](=[O:12])[CH2:8][CH2:7]2.[Na+:14]>>[CH3:1][O:2][c:3]1[cH:4][cH:5][c:6]2[c:10]([cH:11]1)[C:9]([OH:12])([CH3:15])[CH2:8][CH2:7]2. Reactants: [Br-].CC=1C(C(OC1[P+](C=1CC=CCC1)(C=1CC=CCC1)C=1CC=CCC1)=O)C1=CC=CC=C1 (2,5-Dihydro-4-methyl-2-oxo-3-phenylfuran-5-yl-triphenylphosphonium bromide), C(=O)C=1CS[C@H]2N(C1C(=O)OC(C1=CC=CC=C1)C1=CC=CC=C1)C([C@H]2NC(CC2=CC=CC=C2)=O)=O (diphenylmethyl 3-formyl-7β-phenylacetamidoceph-3-em-4-carboxylate). Run in ClCCl (dichloromethane), C(O)([O-])=O.[Na+] (sodium hydrogen carbonate). Product: CC/1=C(C(O\C1=C\C=1CS[C@H]2N(C1C(=O)OC(C1=CC=CC=C1)C1=CC=CC=C1)C([C@H]2NC(CC2=CC=CC=C2)=O)=O)=O)C2=CC=CC=C2 (Diphenylmethyl 3-(E-2,5-dihydro-4-methyl-2-oxo-3 phenylfuran-5-ylidenemethyl)-7β-phenylacetamidoceph-3-em-4-carboxylate). RXN SMILES: [Br-].[CH3:2][C:3]1[CH:4]([C:28]2[CH:33]=[CH:32][CH:31]=[CH:30][CH:29]=2)[C:5](=[O:27])[O:6][C:7]=1[P+](C1CC=CCC=1)(C1CC=CCC=1)C1CC=CCC=1.[CH:34]([C:36]1[CH2:37][S:38][C@@H:39]2[C@H:59]([NH:60][C:61](=[O:69])[CH2:62][C:63]3[CH:68]=[CH:67][CH:66]=[CH:65][CH:64]=3)[C:58](=[O:70])[N:40]2[C:41]=1[C:42]([O:44][CH:45]([C:52]1[CH:57]=[CH:56][CH:55]=[CH:54][CH:53]=1)[C:46]1[CH:51]=[CH:50][CH:49]=[CH:48][CH:47]=1)=[O:43])=O>ClCCl.C(=O)([O-])O.[Na+]>[CH3:2][C:3]1=[C:4]([C:28]2[CH:29]=[CH:30][CH:31]=[CH:32][CH:33]=2)[C:5](=[O:27])[O:6]/[C:7]/1=[CH:34]/[C:36]1[CH2:37][S:38][C@@H:39]2[C@H:59]([NH:60][C:61](=[O:69])[CH2:62][C:63]3[CH:64]=[CH:65][CH:66]=[CH:67][CH:68]=3)[C:58](=[O:70])[N:40]2[C:41]=1[C:42]([O:44][CH:45]([C:52]1[CH:57]=[CH:56][CH:55]=[CH:54][CH:53]=1)[C:46]1[CH:51]=[CH:50][CH:49]=[CH:48][CH:47]=1)=[O:43] |f:0.1,4.5|. Procedure: 2,5-Dihydro-4-methyl-2-oxo-3-phenylfuran-5-yl-triphenylphosphonium bromide (2.21 g) and diphenylmethyl 3-formyl-7β-phenylacetamidoceph-3-em-4-carboxylate (2 g) in dichloromethane (30 mls) and saturated aqueous sodium hydrogen carbonate (30 mls) were stirred vigorously atroom temperature for ca 20 mins. T.l.c. analysis showed all the starting material had been consumed. The organic layer was separated and washed with dilute hydrochloric acid, brine and then dried. After removal of solvent, the re... The reactants are BrC=1C=C(C=CC1)S(=O)(=O)Cl (3-Bromobenzenesulfonyl chloride), NCCC#N (3-aminopropanonitrile). Product: BrC=1C=C(C=CC1)S(=O)(=O)NCCC#N (3-Bromo-N-(2-cyano-ethyl)-benzenesulfonamide). Isolated yield 55.9%. As a reaction SMILES: [Br:1][C:2]1[CH:3]=[C:4]([S:8](Cl)(=[O:10])=[O:9])[CH:5]=[CH:6][CH:7]=1.[NH2:12][CH2:13][CH2:14][C:15]#[N:16]>>[Br:1][C:2]1[CH:3]=[C:4]([S:8]([NH:16][CH2:15][CH2:14][C:13]#[N:12])(=[O:10])=[O:9])[CH:5]=[CH:6][CH:7]=1. Procedure details: Prepared by general procedure III from 3-Bromobenzenesulfonyl chloride (10.0 g, 38 mmol) and 3-aminopropanonitrile (2.96 g, 42 mmol) to give the title compound (6.14 g, 55%) of an off-white solid. MS (ISP) 308.1 [(M+NH4)+]. Starting materials: [H-].[Al+3].[Li+].[H-].[H-].[H-] (Lithium aluminum hydride), COC1=CC=C2OC=3C=CC(=CC3C(C2=C1)=O)C(=O)OCC (ethyl 7-methoxy-9-oxoxanthene-2-carboxylate), O (Water), [O-]S(=O)(=O)[O-].[Mg+2] (MgSO4). Run in C1CCOC1 (THF). Conditions: time 5 hour. Yields the product OC1C2=CC(=CC=C2OC=2C=CC(=CC12)CO)OC (9-Hydroxy-7-methoxy-9H-xanthene-2-methanol). Yield: 84.0%. RXN SMILES: [H-].[Al+3].[Li+].[H-].[H-].[H-].[CH3:7][O:8][C:9]1[CH:22]=[C:21]2[C:12]([O:13][C:14]3[CH:15]=[CH:16][C:17]([C:24](OCC)=[O:25])=[CH:18][C:19]=3[C:20]2=[O:23])=[CH:11][CH:10]=1.O.[O-]S([O-])(=O)=O.[Mg+2]>C1COCC1>[OH:23][CH:20]1[C:19]2[CH:18]=[C:17]([CH2:24][OH:25])[CH:16]=[CH:15][C:14]=2[O:13][C:12]2[C:21]1=[CH:22][C:9]([O:8][CH3:7])=[CH:10][CH:11]=2 |f:0.1.2.3.4.5,8.9|. Procedure: Lithium aluminum hydride (500 mg) was added to a stirred solution of ethyl 7-methoxy-9-oxoxanthene-2-carboxylate (1g) in THF (100 ml). The reaction mixture was stirred at room temperature under nitrogen for 5 hours. Water and MgSO4 were added. The inorganic solids were filtered off and washed with ethyl acetate. The filtrate and washings were combined and evaporated to give the crude product. Recrystallization from ethyl acetate gave white crystals (0.82 g, 84%), mp. 142°-143°. Reactants: O=C1NCCCC12CCN(CC2)C(=O)OC(C)(C)C (tert-butyl 1-oxo-2,9-diazaspiro[5.5]undecane-9-carboxylate), BrC1=CC(OC1)=O (4-bromofuran-2(5H)-one), CC1(C2=C(C(=CC=C2)P(C3=CC=CC=C3)C4=CC=CC=C4)OC5=C(C=CC=C51)P(C6=CC=CC=C6)C7=CC=CC=C7)C (Xantphos), C([O-])([O-])=O.[Cs+].[Cs+] (cesium carbonate). The reagents and catalysts are C=1C=CC(=CC1)/C=C/C(=O)/C=C/C2=CC=CC=C2.C=1C=CC(=CC1)/C=C/C(=O)/C=C/C2=CC=CC=C2.C=1C=CC(=CC1)/C=C/C(=O)/C=C/C2=CC=CC=C2.[Pd].[Pd] (Pd2(dba)3). Run at temperature 90 celsius. Product: O=C1N(CCCC12CCN(CC2)C(=O)OC(C)(C)C)C=2COC(C2)=O (tert-Butyl 1-oxo-2-(5-oxo-2,5-dihydrofuran-3-yl)-2,9-diazaspiro[5.5]undecane-9-carboxylate). Reaction SMILES: [O:1]=[C:2]1[C:7]2([CH2:12][CH2:11][N:10]([C:13]([O:15][C:16]([CH3:19])([CH3:18])[CH3:17])=[O:14])[CH2:9][CH2:8]2)[CH2:6][CH2:5][CH2:4][NH:3]1.Br[C:21]1[CH2:25][O:24][C:23](=[O:26])[CH:22]=1.CC1(C)C2C(=C(P(C3C=CC=CC=3)C3C=CC=CC=3)C=CC=2)OC2C(P(C3C=CC=CC=3)C3C=CC=CC=3)=CC=CC1=2.C(=O)([O-])[O-].[Cs+].[Cs+]>C1C=CC(/C=C/C(/C=C/C2C=CC=CC=2)=O)=CC=1.C1C=CC(/C=C/C(/C=C/C2C=CC=CC=2)=O)=CC=1.C1C=CC(/C=C/C(/C=C/C2C=CC=CC=2)=O)=CC=1.[Pd].[Pd]>[O:1]=[C:2]1[C:7]2([CH2:8][CH2:9][N:10]([C:13]([O:15][C:16]([CH3:19])([CH3:18])[CH3:17])=[O:14])[CH2:11][CH2:12]2)[CH2:6][CH2:5][CH2:4][N:3]1[C:21]1[CH2:25][O:24][C:23](=[O:26])[CH:22]=1 |f:3.4.5,6.7.8.9.10|. Procedure: A microwave vial was charged with commercially available tert-butyl 1-oxo-2,9-diazaspiro[5.5]undecane-9-carboxylate (Shanghai AQ BioPharma Co., Ltd, catalog #ABP3640, 100 mg, 0.373 mmol), 4-bromofuran-2(5H)-one (72.9 mg, 0.447 mmol), Pd2(dba)3 (17.06 mg, 0.019 mmol), Xantphos (32.3 mg, 0.056 mmol), and cesium carbonate (182 mg, 0.559 mmol). The vial was sealed, degassed, and filled with toluene (1.5 mL). The reaction mixture was heated at 90° C. overnight, and was filtered through CELITE®. The f... The reactants are C1(=CC=CC=C1)O (phenol), [H-].[Na+] (NaH), C(=O)OCCCl (2-chloroethyl formate), FC(=C(F)F)F (tetrafluoroethylene). Solvent: COCCOCCOC (diglyme), O (water), COCCOCCOC (diglyme). Conditions: time 8 hour. The product is O(C1=CC=CC=C1)C(C(C1OCCO1)(F)F)(F)F (2-(2-phenoxytetrafluoro-ethyl)-1,3-dioxolane). Yield: 56.9%. Reaction SMILES: [H-].[Na+].[C:3]1([OH:9])[CH:8]=[CH:7][CH:6]=[CH:5][CH:4]=1.[CH:10]([O:12][CH2:13][CH2:14]Cl)=[O:11].[F:16][C:17]([F:21])=[C:18]([F:20])[F:19]>COCCOCCOC.O>[O:9]([C:18]([F:20])([F:19])[C:17]([F:21])([F:16])[CH:10]1[O:12][CH2:13][CH2:14][O:11]1)[C:3]1[CH:8]=[CH:7][CH:6]=[CH:5][CH:4]=1 |f:0.1|. Reported procedure: A suspension of 17.3 g (0.36 mol) of 50% NaH in mineral oil in 100 mL of diglyme was treated with a solution of 33.9 g (0.36 mol) of phenol in 50 mL of diglyme. The resulting mixture was stirred overnight and then charged into a 400 mL metal tube along with 38.6 g (0.36 mol) of 2-chloroethyl formate and 40 g (0.40 mol) of tetrafluoroethylene. The resulting mixture was agitated for 12 h, and then added to 1 L of cold water, thereby causing the formation of layers. The lower layer was washed with ... Reactants: solid, Cl.Cl.O1CCC2=C1C=CC=C2C2CCN(CC2)CC[C@@H]2CC[C@H](CC2)N (trans-4-{2-[4-(2,3-dihydro-benzofuran-4-yl)-piperidin-1-yl]-ethyl}-cyclohexylamine dihydrochloride), Cl.Cl.O1CCC2=C1C=CC=C2C2CCN(CC2)CC[C@@H]2CC[C@H](CC2)N (trans-4-{2-[4-(2,3-dihydro-benzofuran-4-yl)-piperidin-1-yl]-ethyl}-cyclohexylamine dihydrochloride), COCC(=O)O (methoxy-acetic acid). The product is O1CCC2=C1C=CC=C2C2CCN(CC2)CC[C@@H]2CC[C@H](CC2)NC(COC)=O (trans-N-(4-{2-[4-(2,3-Dihydro-benzofuran-4-yl)-piperidin-1-yl]-ethyl}-cyclohexyl)-2-methoxy-acetamide). RXN SMILES: Cl.Cl.[O:3]1[C:7]2[CH:8]=[CH:9][CH:10]=[C:11]([CH:12]3[CH2:17][CH2:16][N:15]([CH2:18][CH2:19][C@H:20]4[CH2:25][CH2:24][C@H:23]([NH2:26])[CH2:22][CH2:21]4)[CH2:14][CH2:13]3)[C:6]=2[CH2:5][CH2:4]1.[CH3:27][O:28][CH2:29][C:30](O)=[O:31]>>[O:3]1[C:7]2[CH:8]=[CH:9][CH:10]=[C:11]([CH:12]3[CH2:17][CH2:16][N:15]([CH2:18][CH2:19][C@H:20]4[CH2:21][CH2:22][C@H:23]([NH:26][C:30](=[O:31])[CH2:29][O:28][CH3:27])[CH2:24][CH2:25]4)[CH2:14][CH2:13]3)[C:6]=2[CH2:5][CH2:4]1 |f:0.1.2|. Reported procedure: The title compound, off-white solid (84 mg, 84%), MS (ISP) m/z=401.5 [(M+H)+], mp 156° C., was prepared in accordance with the general method of example 1 from trans-4-{2-[4-(2,3-dihydro-benzofuran-4-yl)-piperidin-1-yl]-ethyl}-cyclohexylamine dihydrochloride (intermediate B) (100 mg, 0.25 mmol) and methoxy-acetic acid.